From a dataset of the Open Reaction Database (ORD), a public repository of structured organic reaction records. describe an organic reaction: reactants, conditions, products, and yield The reactants are BrCC1=C(C(N=C(N1)C1=NC=CN=C1)C1=C(C=C(C=C1)F)Cl)C(=O)OCC (Ethyl 6-(bromomethyl)-4-(2-chloro-4-fluorophenyl)-2-(pyrazin-2-yl)-1,4-dihydropyrimidine-5-carboxylate), N1C(COCC1)C(=O)O (morpholine-3-carboxylic acid). The product is ClC1=C(C=CC(=C1)F)C1C(=C(NC(=N1)C1=NC=CN=C1)CN1C(COCC1)C(=O)O)C(=O)OCC (4-((6-(2-chloro-4-fluorophenyl)-5-(ethoxycarbonyl)-2-(pyrazin-2-yl)-3,6-dihydropyrimidin-4-yl)methyl)morpholine-3-carboxylic acid). The yield is 28.9%. RXN SMILES: Br[CH2:2][C:3]1[NH:8][C:7]([C:9]2[CH:14]=[N:13][CH:12]=[CH:11][N:10]=2)=[N:6][CH:5]([C:15]2[CH:20]=[CH:19][C:18]([F:21])=[CH:17][C:16]=2[Cl:22])[C:4]=1[C:23]([O:25][CH2:26][CH3:27])=[O:24].[NH:28]1[CH2:33][CH2:32][O:31][CH2:30][CH:29]1[C:34]([OH:36])=[O:35]>>[Cl:22][C:16]1[CH:17]=[C:18]([F:21])[CH:19]=[CH:20][C:15]=1[CH:5]1[N:6]=[C:7]([C:9]2[CH:14]=[N:13][CH:12]=[CH:11][N:10]=2)[NH:8][C:3]([CH2:2][N:28]2[CH2:33][CH2:32][O:31][CH2:30][CH:29]2[C:34]([OH:36])=[O:35])=[C:4]1[C:23]([O:25][CH2:26][CH3:27])=[O:24]. Reported procedure: Ethyl 6-(bromomethyl)-4-(2-chloro-4-fluorophenyl)-2-(pyrazin-2-yl)-1,4-dihydropyrimidine-5-carboxylate (1 g, 2.2 mmol) was reacted with morpholine-3-carboxylic acid (0.29 g, 2.2 mmol) according to the procedure as described in Example 1, Step C to give the title compound as a yellow solid (0.32 g, 29%). The compound was characterized by the following spectroscopic data: Reactants: CCC(C)=O, CI, [K+], [K+], O=C([O-])[O-], O, CCn1cc(C#N)c2ccc(O)cc21. Yields the product CCOc1ccc2c(C#N)cn(CC)c2c1. Reaction SMILES: [CH2:23]([CH3:24])[C:25]([CH3:26])=[O:27].[I:21][CH3:22].[K+:15].[K+:16].[O-:17][C:18]([O-:19])=[O:20].[OH2:28].[OH:1][c:2]1[cH:3][cH:4][c:5]2[c:6]([C:13]#[N:14])[cH:7][n:8]([CH2:11][CH3:12])[c:9]2[cH:10]1>>[O:1]([c:2]1[cH:3][cH:4][c:5]2[c:6]([C:13]#[N:14])[cH:7][n:8]([CH2:11][CH3:12])[c:9]2[cH:10]1)[CH2:23][CH3:24].